This data is from the Open Reaction Database (ORD), a public repository of structured organic reaction records. The task is: describe an organic reaction: reactants, conditions, products, and yield The product is C(C)OC(=O)N1CCN(CC1)C(C1=CC(=CC=C1)[C@H](C1=CC(=CC=C1)O)N1[C@H](CN([C@@H](C1)C)CC1=CC=CC=C1)C)=O (4-{3-[(R)-((2S,5R)-4-Benzyl-2,5-dimethyl-piperazin-1-yl)-(3-hydroxy-phenyl)-methyl]-benzoyl}-piperazine-1-carboxylic acid ethyl ester). RXN SMILES: [CH2:1]([O:3][C:4]([N:6]1[CH2:11][CH2:10][N:9]([C:12](=[O:35])[C:13]2[CH:18]=[CH:17][CH:16]=[C:15]([C@@H:19]([N:27]3[CH2:32][C@@H:31]([CH3:33])[NH:30][CH2:29][C@@H:28]3[CH3:34])[C:20]3[CH:25]=[CH:24][CH:23]=[C:22]([OH:26])[CH:21]=3)[CH:14]=2)[CH2:8][CH2:7]1)=[O:5])[CH3:2].[CH:36](=O)[C:37]1[CH:42]=[CH:41][CH:40]=[CH:39][CH:38]=1>>[CH2:1]([O:3][C:4]([N:6]1[CH2:11][CH2:10][N:9]([C:12](=[O:35])[C:13]2[CH:18]=[CH:17][CH:16]=[C:15]([C@@H:19]([N:27]3[CH2:32][C@@H:31]([CH3:33])[N:30]([CH2:36][C:37]4[CH:42]=[CH:41][CH:40]=[CH:39][CH:38]=4)[CH2:29][C@@H:28]3[CH3:34])[C:20]3[CH:25]=[CH:24][CH:23]=[C:22]([OH:26])[CH:21]=3)[CH:14]=2)[CH2:8][CH2:7]1)=[O:5])[CH3:2]. Starting materials: C(C)OC(=O)N1CCN(CC1)C(C1=CC(=CC=C1)[C@H](C1=CC(=CC=C1)O)N1[C@H](CN[C@@H](C1)C)C)=O (4-{3-[(R)-((2S,5R)-2,5-dimethyl-piperazin-1-yl)-(3-hydroxy-phenyl)-methyl]-benzoyl}-piperazine-1-carboxylic acid ethyl ester), C(C1=CC=CC=C1)=O (benzaldehyde). Procedure: The title compound was made by a procedure identical to that of Example 60 using 1.0 g of 4-{3-[(R)-((2S,5R)-2,5-dimethyl-piperazin-1-yl)-(3-hydroxy-phenyl)-methyl]-benzoyl}-piperazine-1-carboxylic acid ethyl ester and 0.44 g of benzaldehyde (4.16 mmol, 2 equiv.) to give 0.42 g of the title compound as a light pink solid. 1H NMR (300 MHz, d6-DMSO): □ 1.00-1.01 (d, J=5.5 Hz, 6H); 1.14-1.19 (t, 3H), 1.56-2.00 (m, 2H); 2.48 (s, 4H); 2.56-2.65 (m, 4H); 3.39-3.51 (m, 5H); 3.72-3.76 (dd, 1H); 4.00-4.0... The yield is 35.4%. Starting materials: C(C)(C)(C)C(=O)C (methyl t-butyl ketone), N1=CC=CC2=CC=C3C=CC=NC3=C12 (1,10-phenanthroline). The product is OC(C(C)(C)C)(C)C1=NC2=C3N=CC=CC3=CC=C2C=C1 (2-[(1-hydroxy-1,2,2-trimethylpropyl)]-1,10-phenanthroline). RXN SMILES: [C:1]([C:5]([CH3:7])=[O:6])([CH3:4])([CH3:3])[CH3:2].[N:8]1[C:21]2[C:12](=[CH:13][CH:14]=[C:15]3[C:20]=2[N:19]=[CH:18][CH:17]=[CH:16]3)[CH:11]=[CH:10][CH:9]=1>>[OH:6][C:5]([C:18]1[CH:17]=[CH:16][C:15]2[C:20](=[C:21]3[C:12](=[CH:13][CH:14]=2)[CH:11]=[CH:10][CH:9]=[N:8]3)[N:19]=1)([CH3:7])[C:1]([CH3:4])([CH3:3])[CH3:2]. Reported procedure: The process of claim 1 wherein methyl t-butyl ketone is coupled with 1,10-phenanthroline to provide 2-[(1-hydroxy-1,2,2-trimethylpropyl)]-1,10-phenanthroline. Procedure: 2-amino-N-(2,4-dichloro-3-(((2-methoxy-1-(pyridin-2-ylmethyl)-1H-benzo[d]imidazol-4-yl)oxy)methyl)phenyl)-N-methylacetamide and 2-morpholinoacetic acid were combined to give 14 as previously described. LCMS (+ESI) 627 (M+). 1H-NMR (CDCl3, δ): 8.58 (dd, J=0.8, 4.8 Hz, 1H), 7.88 (bt, 1H), 7.58 (td, J=1.6, 8.0 Hz, 1H), 7.30 (d, J=8.4 Hz, 1H), 7.19 (m, 1H), 7.03 (t, J=8.0 Hz, 1H), 6.92 (d, J=7.6 Hz, 1H), 6.83 (d, J=7.6 Hz, 1H), 6.81 (d, J=7.6 Hz, 1H), 5.67 (d, J=3.2 Hz, 2H), 5.28 (s, 2H), 4.21 (s, 3... Product: ClC1=C(C=CC(=C1COC1=CC=CC=2N(C(=NC21)OC)CC2=NC=CC=C2)Cl)N(C(CNC(CN2CCOCC2)=O)=O)C (N-(2,4-dichloro-3-(((2-methoxy-1-(pyridin-2-ylmethyl)-1H-benzo[d]imidazol-4-yl)oxy)methyl)phenyl)-N-methyl-2-(2-morpholinoacetamido)acetamide). Reactants: NCC(=O)N(C)C1=C(C(=C(C=C1)Cl)COC1=CC=CC=2N(C(=NC21)OC)CC2=NC=CC=C2)Cl (2-amino-N-(2,4-dichloro-3-(((2-methoxy-1-(pyridin-2-ylmethyl)-1H-benzo[d]imidazol-4-yl)oxy)methyl)phenyl)-N-methylacetamide), O1CCN(CC1)CC(=O)O (2-morpholinoacetic acid). RXN SMILES: [NH2:1][CH2:2][C:3]([N:5]([C:7]1[CH:12]=[CH:11][C:10]([Cl:13])=[C:9]([CH2:14][O:15][C:16]2[C:24]3[N:23]=[C:22]([O:25][CH3:26])[N:21]([CH2:27][C:28]4[CH:33]=[CH:32][CH:31]=[CH:30][N:29]=4)[C:20]=3[CH:19]=[CH:18][CH:17]=2)[C:8]=1[Cl:34])[CH3:6])=[O:4].[O:35]1[CH2:40][CH2:39][N:38]([CH2:41][C:42](O)=[O:43])[CH2:37][CH2:36]1>>[Cl:34][C:8]1[C:9]([CH2:14][O:15][C:16]2[C:24]3[N:23]=[C:22]([O:25][CH3:26])[N:21]([CH2:27][C:28]4[CH:33]=[CH:32][CH:31]=[CH:30][N:29]=4)[C:20]=3[CH:19]=[CH:18][CH:17]=2)=[C:10]([Cl:13])[CH:11]=[CH:12][C:7]=1[N:5]([CH3:6])[C:3](=[O:4])[CH2:2][NH:1][C:42](=[O:43])[CH2:41][N:38]1[CH2:39][CH2:40][O:35][CH2:36][CH2:37]1. Starting materials: CC1CC(C)CC(CNOCc2ccccc2)(C(=O)O)C1, CC(=O)OC(C)=O, O=CO, ClCCl. Product: CC1CC(C)CC(CN(C=O)OCc2ccccc2)(C(=O)O)C1. As a reaction SMILES: [CH2:11]([c:12]1[cH:13][cH:14][cH:15][cH:16][cH:17]1)[O:18][NH:19][CH2:20][C:21]1([C:29](=[O:30])[OH:31])[CH2:22][CH:23]([CH3:28])[CH2:24][CH:25]([CH3:27])[CH2:26]1.[CH3:4][C:5]([O:6][C:7](=[O:8])[CH3:9])=[O:10].[CH:1](=[O:2])[OH:3].[Cl:32][CH2:33][Cl:34]>>[CH:1](=[O:2])[N:19]([O:18][CH2:11][c:12]1[cH:13][cH:14][cH:15][cH:16][cH:17]1)[CH2:20][C:21]1([C:29](=[O:30])[OH:31])[CH2:22][CH:23]([CH3:28])[CH2:24][CH:25]([CH3:27])[CH2:26]1. Reactants: CC1=C(C=CC=C1)NC(=S)N (N-(2-methylphenyl)thiourea), BrC1(CCC1)C(=O)OCC (ethyl 1-bromocyclobutanecarboxylate). Yields the product CC1=C(C=CC=C1)NC=1SC2(CCC2)C(N1)=O (6-[(2-Methylphenyl)amino]-5-thia-7-azaspiro[3.4]oct-6-en-8-one). As a reaction SMILES: [CH3:1][C:2]1[CH:7]=[CH:6][CH:5]=[CH:4][C:3]=1[NH:8][C:9]([NH2:11])=[S:10].Br[C:13]1([C:17](OCC)=[O:18])[CH2:16][CH2:15][CH2:14]1>>[CH3:1][C:2]1[CH:7]=[CH:6][CH:5]=[CH:4][C:3]=1[NH:8][C:9]1[S:10][C:13]2([C:17](=[O:18])[N:11]=1)[CH2:16][CH2:15][CH2:14]2. Reported procedure: Synthesis was performed from N-(2-methylphenyl)thiourea and ethyl 1-bromocyclobutanecarboxylate according to Method D. The reactants are CCCCN(C)C(=O)CCCCCCN(C(C)=O)c1c(C)n(CCCc2ccccc2)c2ccc(O)cc12, CC(=O)OC(C)=O, CO, CN(C)c1ccncc1, ClCCl. Product: CCCCN(C)C(=O)CCCCCCN(C(C)=O)c1c(C)n(CCCc2ccccc2)c2ccc(OC(C)=O)cc12. As a reaction SMILES: [CH3:1][N:2]([C:3]([CH2:4][CH2:5][CH2:6][CH2:7][CH2:8][CH2:9][N:10]([C:11]([CH3:12])=[O:13])[c:14]1[c:15]([CH3:33])[n:16]([CH2:24][CH2:25][CH2:26][c:27]2[cH:28][cH:29][cH:30][cH:31][cH:32]2)[c:17]2[cH:18][cH:19][c:20]([OH:23])[cH:21][c:22]12)=[O:34])[CH2:35][CH2:36][CH2:37][CH3:38].[CH3:39][C:40](=[O:41])[O:42][C:43](=[O:44])[CH3:45].[CH3:46][OH:47].[CH3:48][N:49]([CH3:50])[c:51]1[cH:52][cH:53][n:54][cH:55][cH:56]1.[Cl:57][CH2:58][Cl:59]>>[CH3:1][N:2]([C:3]([CH2:4][CH2:5][CH2:6][CH2:7][CH2:8][CH2:9][N:10]([C:11]([CH3:12])=[O:13])[c:14]1[c:15]([CH3:33])[n:16]([CH2:24][CH2:25][CH2:26][c:27]2[cH:28][cH:29][cH:30][cH:31][cH:32]2)[c:17]2[cH:18][cH:19][c:20]([O:23][C:40]([CH3:39])=[O:41])[cH:21][c:22]12)=[O:34])[CH2:35][CH2:36][CH2:37][CH3:38]. Reactants: Nc1ncnc2[nH]c(Sc3cc4c(cc3Br)OCO4)nc12, COc1cc(CCBr)cc(OC)c1OC. Yields the product COc1cc(CCn2c(Sc3cc4c(cc3Br)OCO4)nc3c(N)ncnc32)cc(OC)c1OC. RXN SMILES: [Br:1][c:2]1[c:3]([S:11][c:12]2[nH:13][c:14]3[n:15][cH:16][n:17][c:18]([NH2:21])[c:19]3[n:20]2)[cH:4][c:5]2[c:6]([cH:10]1)[O:7][CH2:8][O:9]2.[Br:22][CH2:23][CH2:24][c:25]1[cH:26][c:27]([O:35][CH3:36])[c:28]([O:33][CH3:34])[c:29]([O:31][CH3:32])[cH:30]1>>[Br:1][c:2]1[c:3]([S:11][c:12]2[n:13]([CH2:23][CH2:24][c:25]3[cH:26][c:27]([O:35][CH3:36])[c:28]([O:33][CH3:34])[c:29]([O:31][CH3:32])[cH:30]3)[c:14]3[n:15][cH:16][n:17][c:18]([NH2:21])[c:19]3[n:20]2)[cH:4][c:5]2[c:6]([cH:10]1)[O:7][CH2:8][O:9]2. Reactants: C(Cl)Cl (methylene chloride), C=C1CC(=O)O1 (diketene), ClCl (chlorine), ClCl (chlorine), C=C1CC(=O)O1 (diketene), C(Cl)Cl (methylene chloride), ClCC(CC(=O)Cl)=O (γ-chloroacetoacetic acid chloride). Run in [Cl-].[Na+].O (brine), C(C)O (ethyl alcohol). Conditions: temperature -15 celsius. The product is C(C)OC(CC(=O)CCl)=O (γ-chloroacetoacetic acid ethyl ester). As a reaction SMILES: [CH2:1]=[C:2]1[O:6][C:4](=[O:5])[CH2:3]1.C(Cl)Cl.[Cl:10]Cl.ClCC(=O)[CH2:15][C:16](Cl)=[O:17]>[Cl-].[Na+].O.C(O)C>[CH2:16]([O:17][C:4](=[O:5])[CH2:3][C:2]([CH2:6][Cl:10])=[O:1])[CH3:15] |f:4.5.6|. Reported procedure: A reaction tube, having a 1 m length and a hydraulic-inside diameter of 2 mm, was mounted horizontally. While the tube was cooled from the outside with brine of -20° C., the two reactants (in solution form) were fed to the reaction tube in a continuous cocurrent manner. The requisite turbulent flow was achieved and maintained in the reaction tube. The diketene solution consisted of 8.4 kg of diketene (100 moles) and 150 liters of methylene chloride; and the chlorine solution consisted of 7.6 kg ... Reactants: IC(C)C (2-iodopropane), Ag2CO3, CC1(C(=C(C(O1)=O)O)C1=CC=C(C=C1)S(=O)(=O)C)C (5,5-Dimethyl-3-hydroxy-4-(4-methylsulfonylphenyl)-5H-furan-2-one). The solvent is C1=CC=CC=C1 (benzene). Run at time 18 hour. Yields the product CC1(C(=C(C(O1)=O)OC(C)C)C1=CC=C(C=C1)S(=O)(=O)C)C (5.5-Dimethyl-4-(4-methylsulfonylphenyl)-3-(2-propoxy)-5H-furan-2-one). As a reaction SMILES: [CH3:1][C:2]1([CH3:19])[O:6][C:5](=[O:7])[C:4]([OH:8])=[C:3]1[C:9]1[CH:14]=[CH:13][C:12]([S:15]([CH3:18])(=[O:17])=[O:16])=[CH:11][CH:10]=1.I[CH:21]([CH3:23])[CH3:22]>C1C=CC=CC=1>[CH3:1][C:2]1([CH3:19])[O:6][C:5](=[O:7])[C:4]([O:8][CH:21]([CH3:23])[CH3:22])=[C:3]1[C:9]1[CH:10]=[CH:11][C:12]([S:15]([CH3:18])(=[O:17])=[O:16])=[CH:13][CH:14]=1. Procedure: To a suspension of the alcohol of Step 1 (100 mg, 0.354 mmol) in benzene (5.0 mL) were added an excess of 2-iodopropane (105 mL) and Ag2CO3 (294 mg, 1.06 mmol). After a period of 18 h at 45° C., the reaction mixture was filtered over celite and washed with CH2Cl2. After evaporation, the crude compound was purified by flash chromatography (35% to 40% EtOAc) to provide 70 mg of the title compound. The reagents and catalysts are C1(=CC=CC=C1)P([C-]1C=CC=C1)C1=CC=CC=C1.[C-]1(C=CC=C1)P(C1=CC=CC=C1)C1=CC=CC=C1.[Fe+2] (1,1′-bis(diphenylphosphino) ferrocene), C(C)(=O)[O-].[Pd+2].C(C)(=O)[O-] (palladium (II) acetate). Product: ClC=1C=C(C=C(C1)Cl)C1(CC(=NO1)C1=CC(=C(C(=O)N)C=C1)OC(F)F)C(F)(F)F (4-[5-(3,5-dichlorophenyl)-5-trifluoromethyl-4,5-dihydroisoxazol-3-yl]-2-difluoromethoxy benzoic acid amide). Reaction SMILES: [Cl:1][C:2]1[CH:3]=[C:4]([C:9]2([C:25]([F:28])([F:27])[F:26])[O:13][N:12]=[C:11]([C:14]3[CH:19]=[CH:18][C:17](I)=[C:16]([O:21][CH:22]([F:24])[F:23])[CH:15]=3)[CH2:10]2)[CH:5]=[C:6]([Cl:8])[CH:7]=1.C[Si](C)(C)N[Si](C)(C)C.C(N(C(C)C)CC)(C)C.Cl.C[N:49](C)[CH:50]=[O:51]>C1(P(C2C=CC=CC=2)[C-]2C=CC=C2)C=CC=CC=1.[C-]1(P(C2C=CC=CC=2)C2C=CC=CC=2)C=CC=C1.[Fe+2].C([O-])(=O)C.[Pd+2].C([O-])(=O)C>[Cl:1][C:2]1[CH:3]=[C:4]([C:9]2([C:25]([F:28])([F:27])[F:26])[O:13][N:12]=[C:11]([C:14]3[CH:19]=[CH:18][C:17]([C:50]([NH2:49])=[O:51])=[C:16]([O:21][CH:22]([F:24])[F:23])[CH:15]=3)[CH2:10]2)[CH:5]=[C:6]([Cl:8])[CH:7]=1 |f:5.6.7,8.9.10|. The reactants are Cl (hydrochloric acid), ClC=1C=C(C=C(C1)Cl)C1(CC(=NO1)C1=CC(=C(C=C1)I)OC(F)F)C(F)(F)F (5-(3,5-dichlorophenyl)-3-(3-difluoromethoxy-4-iodophenyl)-5-trifluoromethyl-4,5-dihydroisoxazole), C[Si](N[Si](C)(C)C)(C)C (1,1,1,3,3,3-hexamethyldisilazane), C(C)(C)N(CC)C(C)C (diisopropylethylamine), CN(C=O)C (N,N-dimethylformamide). Procedure: In a solution of 0.30 g of 5-(3,5-dichlorophenyl)-3-(3-difluoromethoxy-4-iodophenyl)-5-trifluoromethyl-4,5-dihydroisoxazole, 0.80 mL of 1,1,1,3,3,3-hexamethyldisilazane and 0.20 mL of diisopropylethylamine in 10 ml of N,N-dimethylformamide, 0.062 g of 1,1′-bis(diphenylphosphino) ferrocene and 0.013 g of palladium (II) acetate were added, and stirred under carbon monoxide atmosphere at 90° C. for 12 hours and then at room temperature for 3 days. After the completion of the reaction, 10 mL of 1N h... Run at temperature 90 celsius, time 12 hour.